describe an organic reaction: reactants, conditions, products, and yield From a dataset of the Open Reaction Database (ORD), a public repository of structured organic reaction records. Starting materials: BrCCCCCCBr (1,6-dibromohexane), [Na] (sodium), C(C)(C)O (isopropanol). Product: BrC(CCCCC)OC(C)C (6-Bromo-6-isopropoxy-hexane). Reaction SMILES: Br[CH2:2][CH2:3][CH2:4][CH2:5][CH2:6][CH2:7][Br:8].[Na].[CH:10]([OH:13])([CH3:12])[CH3:11]>>[Br:8][CH:7]([O:13][CH:10]([CH3:12])[CH3:11])[CH2:6][CH2:5][CH2:4][CH2:3][CH3:2] |^1:8|. Procedure: The above compound is produced in analogy to Example 10, using isopropanol and 1,6-dibromohexane and sodium instead of sodium hydride. B.P.: 96°-98°/15 mm Hg. Starting materials: C12(CC3CC(CC(C1)C3)C2)C2=CC=C(OCC=3OC1=C(N3)C=C(C=C1)C(=O)O)C=C2 (2-(4-adamantan-1-yl-phenoxymethyl)-benzoxazole-5-carboxylic acid), C=1C=CC2=C(C1)N=NN2O (HOBt), CCN(C(C)C)C(C)C (DIPEA), C(C1=CC=CO1)N (furfuryl amine), C(CCl)Cl (EDC). The solvent is CN(C)CC1=CC(=C(C(=C1)CN(C)C)O)CN(C)C (DMF 3). Product: CN(C(=O)C=1C=CC2=C(N=C(O2)COC2=CC=C(C=C2)C23CC4CC(CC(C2)C4)C3)C1)C (2-(4-adamantan-1-yl-phenoxymethyl)-benzoxazole-5-carboxylic acid dimethylamide). The yield is 95.5%. RXN SMILES: [C:1]12([C:11]3[CH:30]=[CH:29][C:14]([O:15][CH2:16][C:17]4[O:18][C:19]5[CH:25]=[CH:24][C:23]([C:26]([OH:28])=O)=CC=5N=4)=[CH:13][CH:12]=3)[CH2:10][CH:5]3[CH2:6][CH:7]([CH2:9][CH:3]([CH2:4]3)[CH2:2]1)[CH2:8]2.C([NH2:37])C1OC=CC=1.[CH2:38](Cl)[CH2:39]Cl.C1C=CC2N(O)N=NC=2C=1.C[CH2:53][N:54]([CH:58](C)C)C(C)C>CN(CC1C=C(CN(C)C)C(O)=C(CN(C)C)C=1)C>[CH3:53][N:54]([CH3:58])[C:26]([C:23]1[CH:24]=[CH:25][C:19]2[O:18][C:17]([CH2:16][O:15][C:14]3[CH:29]=[CH:30][C:11]([C:1]45[CH2:8][CH:7]6[CH2:9][CH:3]([CH2:4][CH:5]([CH2:6]6)[CH2:10]4)[CH2:2]5)=[CH:12][CH:13]=3)=[N:37][C:38]=2[CH:39]=1)=[O:28]. Procedure: To solution of 2-(4-adamantan-1-yl-phenoxymethyl)-benzoxazole-5-carboxylic acid (30.1 mg, 0.08 mmol), furfuryl amine (11.0 mg, 0.12 mmol, 0.01 ml), EDC (21.7 mg, 0.12 mmol) and HOBt (15.4 mg, 0.12 mmol) in DMF 3.0 mL was added DIPEA (14.2 mg, 0.12 mmol, 0.02 ml). After string at room temperature, the mixture was partitioned between ethyl acetate and brine. The organic phase was dried (MgSO4 anh), and concentrated. The residue was purified by silica gel column chromatography (n-Hexane:EtOAc:MeOH=... Starting materials: [BH4-], CC(C)(C)OC(=O)C(C(=O)CCCCNC(=O)OCc1ccccc1)c1ccccc1, CO, Cl, [Na+]. The product is CC(C)(C)OC(=O)C(c1ccccc1)C(O)CCCCNC(=O)OCc1ccccc1. RXN SMILES: [BH4-:32].[CH2:1]([c:2]1[cH:3][cH:4][cH:5][cH:6][cH:7]1)[O:8][C:9](=[O:10])[NH:11][CH2:12][CH2:13][CH2:14][CH2:15][C:16]([CH:17]([C:18](=[O:19])[O:20][C:21]([CH3:22])([CH3:23])[CH3:24])[c:25]1[cH:26][cH:27][cH:28][cH:29][cH:30]1)=[O:31].[CH3:35][OH:36].[ClH:34].[Na+:33]>>[CH2:1]([c:2]1[cH:3][cH:4][cH:5][cH:6][cH:7]1)[O:8][C:9](=[O:10])[NH:11][CH2:12][CH2:13][CH2:14][CH2:15][CH:16]([CH:17]([C:18](=[O:19])[O:20][C:21]([CH3:22])([CH3:23])[CH3:24])[c:25]1[cH:26][cH:27][cH:28][cH:29][cH:30]1)[OH:31].